This data is from the Open Reaction Database (ORD), a public repository of structured organic reaction records. The task is: describe an organic reaction: reactants, conditions, products, and yield The reactants are FC1=C(C=CC(=C1)C(F)(F)F)CC#N (2-Fluoro-4-trifluoromethyl-phenyl acetonitrile), Cl (hydrochloric acid). Reagents/catalysts: [Pd] (Pd/C). Run in CCO (EtOH). The product is Cl.FC1=C(C=CC(=C1)C(F)(F)F)CCN (2-(2-fluoro-4-trifluoromethyl-phenyl)-ethylamine hydrochloride). The yield is 78.0%. As a reaction SMILES: [F:1][C:2]1[CH:7]=[C:6]([C:8]([F:11])([F:10])[F:9])[CH:5]=[CH:4][C:3]=1[CH2:12][C:13]#[N:14].[ClH:15]>CCO.[Pd]>[ClH:15].[F:1][C:2]1[CH:7]=[C:6]([C:8]([F:10])([F:11])[F:9])[CH:5]=[CH:4][C:3]=1[CH2:12][CH2:13][NH2:14] |f:4.5|. Procedure details: 2-Fluoro-4-trifluoromethyl-phenyl acetonitrile (2 g, 9.85 mmol) is hydrogenated with H2 in a balloon, 10% Pd/C (522 mg, 5 mol %) in 95% EtOH (50 mL) containing concentrated hydrochloric acid (1.64 mL) at room temperature for 15 hours. The mixture is filtered and filtrate is concentrated to a solid that is washed with diethyl ether to obtain 2-(2-fluoro-4-trifluoromethyl-phenyl)-ethylamine hydrochloride (1.88 g, 78%) as a solid. LC/MS: 208 (M+H). This compound (1.8 g, 8.7 mmol) is dissolved in Et... Starting materials: N1=CC=C(C=C1)N1CCC(CC1)COC(=O)NC=1C(=CC=CC1)N (N1-[1-(4-pyridyl)piperidin-4-yl-methoxycarbonyl]-1,2-benzenediamine), FC(OC1=CC=C(C(=O)O)C=C1)F (4-difluoromethoxybenzoic acid), Cl.CN(CCCN=C=NCC)C (1-(3-dimethylaminopropyl)-3-ethylcarbodiimide hydrochloride), CN(C)C=O (DMF). Conditions: time 8 hour. Yields the product Cl.FC(OC1=CC=C(C(=O)NC=2C(=CC=CC2)NC(=O)OC(C2=CC=NC=C2)C2CCNCC2)C=C1)F (N1-(4-Difluoromethoxybenzoyl)-N2-[1-(4-pyridyl)piperidin-4-ylmethoxycarbonyl]-1,2-benzenediamine Hydrochloride). The yield is 38.0%. As a reaction SMILES: N1C=CC([N:7]2[CH2:12][CH2:11][CH:10]([CH2:13][O:14][C:15]([NH:17][C:18]3[C:19]([NH2:24])=[CH:20][CH:21]=[CH:22][CH:23]=3)=[O:16])[CH2:9][CH2:8]2)=CC=1.[F:25][CH:26]([F:37])[O:27][C:28]1[CH:36]=[CH:35][C:31]([C:32]([OH:34])=O)=[CH:30][CH:29]=1.[ClH:38].CN(C)[CH2:41][CH2:42][CH2:43][N:44]=[C:45]=NCC.[CH3:50]N(C=O)C>>[ClH:38].[F:37][CH:26]([F:25])[O:27][C:28]1[CH:29]=[CH:30][C:31]([C:32]([NH:24][C:19]2[C:18]([NH:17][C:15]([O:14][CH:13]([CH:10]3[CH2:9][CH2:8][NH:7][CH2:12][CH2:11]3)[C:41]3[CH:42]=[CH:43][N:44]=[CH:45][CH:50]=3)=[O:16])=[CH:23][CH:22]=[CH:21][CH:20]=2)=[O:34])=[CH:35][CH:36]=1 |f:2.3,5.6|. Procedure details: To a solution of N1-[1-(4-pyridyl)piperidin-4-yl-methoxycarbonyl]-1,2-benzenediamine (0.2 g, 0.6 mmol) and 4-difluoromethoxybenzoic acid (0.23 g, 1.2 mmol) in DMF (10 mL) was added 1-(3-dimethylaminopropyl)-3-ethylcarbodiimide hydrochloride (0.24 g, 1.2 mmol). After stirring overnight, the solvent was removed in vacuo and the residue was partitioned between ethyl acetate (300 mL) and 1 N NaOH (150 ml). The layers were separated and the organic phase was washed with brine, dried with MgSO4, filte... The reactants are C[Si](C)(C)C=[N+]=[N-] ((trimethylsilyl)diazomethane), C(C)(=O)O (acetic acid), OCC1=NC(=CC(=C1)OCCNCCC(=O)OC(C)(C)C)CO (tert-butyl 3-[2-(2,6-bis-hydroxymethyl-pyridin-4-yloxy)-ethylamino]-propanoate), C(=O)(C(F)(F)F)O (TFA), solution. The solvent is CCOC(=O)C (EtOAc), C(Cl)Cl (DCM), CCCCCC (hexane), O (water), CO (MeOH). Conditions: time 6 hour. Product: OCC1=NC(=CC(=C1)OCCNCCC(=O)OC)CO (methyl 3-[2-(2,6-bis-hydroxymethyl-pyridin-4-yloxy)-ethylamino]-propanoate). Isolated yield 26.6%. As a reaction SMILES: [OH:1][CH2:2][C:3]1[CH:8]=[C:7]([O:9][CH2:10][CH2:11][NH:12][CH2:13][CH2:14][C:15]([O:17][C:18](C)(C)C)=[O:16])[CH:6]=[C:5]([CH2:22][OH:23])[N:4]=1.C(O)(C(F)(F)F)=O.C[Si](C=[N+]=[N-])(C)C.C(O)(=O)C>C(Cl)Cl.CO.CCCCCC.O.CCOC(C)=O>[OH:23][CH2:22][C:5]1[CH:6]=[C:7]([O:9][CH2:10][CH2:11][NH:12][CH2:13][CH2:14][C:15]([O:17][CH3:18])=[O:16])[CH:8]=[C:3]([CH2:2][OH:1])[N:4]=1. Reported procedure: To a solution of 670 mg of tert-butyl 3-[2-(2,6-bis-hydroxymethyl-pyridin-4-yloxy)-ethylamino]-propanoate in 20 ml of DCM was added 2 ml of TFA. The mixture was stirred for 6 hours at room temperature and then concentrated under reduced pressure, taken up in DCM and concentrated again under reduced pressure. To the residue obtained, dissolved in 10 ml of MeOH, was added, at 5° C., 7 ml of a 2M solution of (trimethylsilyl)diazomethane in hexane. The mixture was stirred for 1 hour 30 minutes at 5°... Starting materials: C1(CC1)=O (cyclopropanone), C(C1=CC=CC=C1)O[C@@H]1CC2=CC[C@H]3[C@@H]4CC[C@@H]([C@@]4(C)CC[C@@H]3[C@]2(CC1)C)S (3β-Benzyloxyandrost-5-en-17β-thiol). Solvent: ClCCl (dichloromethane), ClCCl (dichloromethane). Reaction conditions: time 16 hour. Product: C(C1=CC=CC=C1)O[C@@H]1CC2=CC[C@H]3[C@@H]4CC[C@@H]([C@@]4(C)CC[C@@H]3[C@]2(CC1)C)SC1(CC1)O (3β-benzyloxy-17β-(1-hydroxycyclopropylthio)androst-5-ene). RXN SMILES: [C:1]1(=[O:4])[CH2:3][CH2:2]1.[CH2:5]([O:12][C@H:13]1[CH2:30][CH2:29][C@@:28]2([CH3:31])[C:15](=[CH:16][CH2:17][C@@H:18]3[C@@H:27]2[CH2:26][CH2:25][C@@:23]2([CH3:24])[C@H:19]3[CH2:20][CH2:21][C@@H:22]2[SH:32])[CH2:14]1)[C:6]1[CH:11]=[CH:10][CH:9]=[CH:8][CH:7]=1>ClCCl>[CH2:5]([O:12][C@H:13]1[CH2:30][CH2:29][C@@:28]2([CH3:31])[C:15](=[CH:16][CH2:17][C@@H:18]3[C@@H:27]2[CH2:26][CH2:25][C@@:23]2([CH3:24])[C@H:19]3[CH2:20][CH2:21][C@@H:22]2[S:32][C:1]2([OH:4])[CH2:3][CH2:2]2)[CH2:14]1)[C:6]1[CH:11]=[CH:10][CH:9]=[CH:8][CH:7]=1. Procedure details: 3β-Benzyloxyandrost-5-en-17β-thiol is obtained starting from dehydroepiandrosterone. The dehydroepiandrosterone is reacted with one equivalent of sodium hydride and benzyl chloride by standard procedures for making benzyl ethers to give 3-benzyloxyandrost-5-en-17-one. This benzyloxy compound is then reacted with Lawesson's reagent (4-methoxyphenylthiophosphine sulfide dimer) according to the procedure described in M. Feiser, "Feiser and Feiser's Reagents for Organic Synthesis", John Wiley & Sons... Starting materials: organo-Hg, S(=O)(=O)(OC)OC (dimethyl sulfate), C=1C=C2C=CC=C3C2=C(C1)C(=O)OC3=O (1,8-naphthalic anhydride), C1(=CC=CC=C1)O (phenol), carboxylic acid, BrBr (bromine). Reagents/catalysts: C(C)(=O)[O-].[Hg+2].C(C)(=O)[O-] (mercury(II) acetate). The solvent is C(C)(=O)O (acetic acid), [N+](=O)(O)[O-] (nitric acid). The product is C1=CC=CC2=CC=CC=C12 (naphthalene), BrC=1C=C(C2=CC=CC=C2C1)C(=O)O (3-bromo-1-naphthoic acid). Reaction SMILES: C1(O)C=CC=CC=1.S(OC)(OC)(=O)=O.[CH:15]1[CH:16]=[C:17]2[C:22]3=[C:23]([C:25]([O:27]C(=O)[C:21]3=[CH:20][CH:19]=[CH:18]2)=[O:26])[CH:24]=1.[Br:30]Br>[N+]([O-])(O)=O.C([O-])(=O)C.[Hg+2].C([O-])(=O)C.C(O)(=O)C>[CH:21]1[C:22]2[C:17](=[CH:16][CH:15]=[CH:24][CH:23]=2)[CH:18]=[CH:19][CH:20]=1.[Br:30][C:15]1[CH:24]=[C:23]([C:25]([OH:27])=[O:26])[C:22]2[C:17]([CH:16]=1)=[CH:18][CH:19]=[CH:20][CH:21]=2 |f:5.6.7|. Reported procedure: Preparation of the starting material in case of naphthalenes at ring A is described in Scheme 4. One isomer of naphthalene may be prepared by adopting the procedure shown in the literature [Ashworth, I. W. et al. Org. Process Res. Dev. 2003, 7, 74-81; Huan, Y. et al. J. Med. Chem. 2001, 44, 1815-1826]. Thus, 4-bromo-2-naphthoate 16 is obtained by the Diels-Alder addition of 3-bromocoumalate 15 to in situ-generated benzyne in 87% yield and 4-bromo-1-methoxy-2-naphthoate 19 is obtained by the brom... Reactants: O=C=Nc1cccc([N+](=O)[O-])c1, N. Yields the product NC(=O)Nc1cccc([N+](=O)[O-])c1. Reaction SMILES: [N+:2](=[O:3])([O-:4])[c:5]1[cH:6][c:7]([N:11]=[C:12]=[O:13])[cH:8][cH:9][cH:10]1.[NH3:1]>>[NH2:1][C:12]([NH:11][c:7]1[cH:6][c:5]([N+:2](=[O:3])[O-:4])[cH:10][cH:9][cH:8]1)=[O:13].